This data is from the Open Reaction Database (ORD), a public repository of structured organic reaction records. The task is: describe an organic reaction: reactants, conditions, products, and yield Reactants: CCO, O=C[O-], [NH4+], O, NC(=O)c1cc(S(=O)(=O)c2ccccc2)ccc1[N+](=O)[O-]. Product: NC(=O)c1cc(S(=O)(=O)c2ccccc2)ccc1N. As a reaction SMILES: [CH3:26][CH2:27][OH:28].[CH:22]([O-:23])=[O:24].[NH4+:25].[OH2:29].[c:1]1([S:7](=[O:8])(=[O:9])[c:10]2[cH:11][cH:12][c:13]([N+:19]([O-:20])=[O:21])[c:14]([C:15](=[O:16])[NH2:17])[cH:18]2)[cH:2][cH:3][cH:4][cH:5][cH:6]1>>[c:1]1([S:7](=[O:8])(=[O:9])[c:10]2[cH:11][cH:12][c:13]([NH2:19])[c:14]([C:15](=[O:16])[NH2:17])[cH:18]2)[cH:2][cH:3][cH:4][cH:5][cH:6]1. Starting materials: FC(CCCCCCCCCCCCCCCNC1=CC=C(C(=O)O)C=C1)(F)F (4-[15-(trifluoromethyl)pentadecylamino]benzoic acid), C(OC)COC.C(Cl)Cl (dimethoxyethane methylene chloride). The product is Cl.FC(CCCCCCCCCCCCCCCNC1=CC=C(C(=O)Cl)C=C1)(F)F (4-[15-(trifluoromethyl)pentadecylamino]benzoyl chloride hydrochloride). RXN SMILES: [F:1][C:2]([F:29])([F:28])[CH2:3][CH2:4][CH2:5][CH2:6][CH2:7][CH2:8][CH2:9][CH2:10][CH2:11][CH2:12][CH2:13][CH2:14][CH2:15][CH2:16][CH2:17][NH:18][C:19]1[CH:27]=[CH:26][C:22]([C:23](O)=[O:24])=[CH:21][CH:20]=1.C(COC)OC.C(Cl)[Cl:37]>>[ClH:37].[F:1][C:2]([F:29])([F:28])[CH2:3][CH2:4][CH2:5][CH2:6][CH2:7][CH2:8][CH2:9][CH2:10][CH2:11][CH2:12][CH2:13][CH2:14][CH2:15][CH2:16][CH2:17][NH:18][C:19]1[CH:27]=[CH:26][C:22]([C:23]([Cl:37])=[O:24])=[CH:21][CH:20]=1 |f:1.2,3.4|. Procedure: A cold solution of 25 g. of 4-[15-(trifluoromethyl)pentadecylamino]benzoic acid in 500 ml. dimethoxyethane-methylene chloride (4:1) is prepared and dry hydrochloric acid is bubbled through the solution until no more precipitate forms. The solution is treated with 25 ml. thionyl chloride and refluxed until all of the precipitate has dissolved. The solvents are evaporated to yield 4-[15-(trifluoromethyl)pentadecylamino]benzoyl chloride hydrochloride as an orange, semi-crystalline mass.